From a dataset of the Open Reaction Database (ORD), a public repository of structured organic reaction records. describe an organic reaction: reactants, conditions, products, and yield Reactants: NC1=NC(=CC(=N1)O)N (2,6-diaminopyrimidin-4-ol), CC(=O)[O-].[Na+] (NaOAc), BrCC(=O)C1=CC=C(C#N)C=C1 (4-(2-bromoacetyl)benzonitrile). Solvent: O (water), CO (MeOH). Conditions: temperature 100 celsius. Yields the product NC=1N=C(C2=C(N1)NC(=C2)C2=CC=C(C#N)C=C2)O (4-(2-amino-4-hydroxy-7H-pyrrolo[2,3-d]pyrimidin-6-yl)benzonitrile). RXN SMILES: [NH2:1][C:2]1[N:7]=[C:6]([OH:8])[CH:5]=[C:4]([NH2:9])[N:3]=1.CC([O-])=O.[Na+].Br[CH2:16][C:17]([C:19]1[CH:26]=[CH:25][C:22]([C:23]#[N:24])=[CH:21][CH:20]=1)=O>O.CO>[NH2:1][C:2]1[N:7]=[C:6]([OH:8])[C:5]2[CH:16]=[C:17]([C:19]3[CH:26]=[CH:25][C:22]([C:23]#[N:24])=[CH:21][CH:20]=3)[NH:9][C:4]=2[N:3]=1 |f:1.2|. Procedure: A mixture of 2,6-diaminopyrimidin-4-ol (1 g, 7.93 mmol) and NaOAc (0.846 g, 10.31 mmol) in water (180 mL) was heated to 100° C. for 20 minutes. To this was added a suspension of 4-(2-bromoacetyl)benzonitrile (2.2 gm, 8.73 mmol) [prepared according to procedure mentioned in J. Med. Chem., 2011, 54(12), 4042-4056] in MeOH (25 mL) and heated overnight at 100° C. After completion of reaction, the reaction mixture was cooled to 0° C. Resultant solid product was filtered off and dried under reduced pr... Starting materials: CCOC(=O)C1CCN(C(=O)c2cccc(C(c3cccc(O)c3)N3CC(C)N(Cc4cccc(F)c4)CC3C)c2)CC1, C1CCOC1, Cl, [Na+], [OH-]. The product is CC1CN(C(c2cccc(O)c2)c2cccc(C(=O)N3CCC(C(=O)O)CC3)c2)C(C)CN1Cc1cccc(F)c1. As a reaction SMILES: [CH2:1]([CH3:2])[O:3][C:4](=[O:5])[CH:6]1[CH2:7][CH2:8][N:9]([C:12]([c:13]2[cH:14][c:15]([CH:19]([c:20]3[cH:21][c:22]([OH:26])[cH:23][cH:24][cH:25]3)[N:27]3[CH:28]([CH3:42])[CH2:29][N:30]([CH2:34][c:35]4[cH:36][c:37]([F:41])[cH:38][cH:39][cH:40]4)[CH:31]([CH3:33])[CH2:32]3)[cH:16][cH:17][cH:18]2)=[O:43])[CH2:10][CH2:11]1.[CH2:47]1[O:48][CH2:49][CH2:50][CH2:51]1.[ClH:46].[Na+:45].[OH-:44]>>[O:3]=[C:4]([OH:5])[CH:6]1[CH2:7][CH2:8][N:9]([C:12]([c:13]2[cH:14][c:15]([CH:19]([c:20]3[cH:21][c:22]([OH:26])[cH:23][cH:24][cH:25]3)[N:27]3[CH:28]([CH3:42])[CH2:29][N:30]([CH2:34][c:35]4[cH:36][c:37]([F:41])[cH:38][cH:39][cH:40]4)[CH:31]([CH3:33])[CH2:32]3)[cH:16][cH:17][cH:18]2)=[O:43])[CH2:10][CH2:11]1. RXN SMILES: [O:20]=[CH:21][N:22]([CH3:23])[CH3:24].[OH:1][CH2:2][CH2:3][NH:4][C:5](=[O:6])[c:7]1[n:8][c:9]2[c:10]([nH:11]1)[cH:12][cH:13][cH:14][cH:15]2.[S:16]([Cl:17])([Cl:18])=[O:19]>>[CH2:2]1[CH2:3][NH:4][C:5](=[O:6])[c:7]2[n:8]1[c:9]1[c:10]([n:11]2)[cH:12][cH:13][cH:14][cH:15]1. The reactants are CN(C)C=O, O=C(NCCO)c1nc2ccccc2[nH]1, O=S(Cl)Cl. The product is O=C1NCCn2c1nc1ccccc12. Reaction SMILES: [C:1]([S:14]([NH2:17])(=[O:16])=[O:15])([C:4]([C:7]([C:10]([F:13])([F:12])[F:11])([F:9])[F:8])([F:6])[F:5])([F:3])[F:2].O[Li:19].O.CC(OC)(C)C.[CH2:27]1[CH2:34][O:33][S:30](=[O:32])(=[O:31])[CH2:29][CH2:28]1>COCCOC>[C:1]([S:14]([NH:17][CH2:34][CH2:27][CH2:28][CH2:29][S:30]([O:33][Li:19])(=[O:32])=[O:31])(=[O:16])=[O:15])([C:4]([C:7]([C:10]([F:13])([F:11])[F:12])([F:9])[F:8])([F:6])[F:5])([F:3])[F:2] |f:1.2|. The product is C(F)(F)(C(F)(F)C(F)(F)C(F)(F)F)S(=O)(=O)NCCCCS(=O)(=O)O[Li] (C4F9SO2N(H)C4H8SO3Li). Starting materials: CC(C)(C)OC (MTBE), C4F9SO2NH(C2H4OH), C(F)(F)(C(F)(F)C(F)(F)C(F)(F)F)S(=O)(=O)N (C4F9SO2NH2), C1CCS(=O)(=O)OC1 (1,4-butanesultone), O[Li].O (LiOH—H2O). Run in COCCOC (DME). Procedure: C4F9SO2N(H)C4H8SO3Li was prepared essentially according to the procedure described in Preparation 3 replacing C4F9SO2NH(C2H4OH) with C4F9SO2NH2 (15.0 g; 0.05 moles), and the corresponding amounts of the following were used: LiOH—H2O (2.32 g; 0.055 moles), MTBE (100 mL), DME (100 mL), and 1,4-butanesultone (7.5 g; 0.055 moles). A waxy white solid was isolated (1.57 g; 7% yield). Isolated yield 7.0%. The reactants are C(=O)(O)[O-].[Na+] (NaHCO3), C(C)(C)(C)OC(=O)NC=1C=CC=C2C=CC(=CC12)O (8-(tert-butoxycarbonylamino)-2-naphthol), C(C1=CC=CC=C1)Br (benzyl bromide), C(=O)([O-])[O-].[Cs+].[Cs+] (Cs2CO3). Run in CCOC(=O)C (EtOAc), CN(C)C=O (DMF). Run at time 18 hour. Yields the product C(C1=CC=CC=C1)OC1=CC=C2C=CC=C(C2=C1)NC(=O)OC(C)(C)C (7-Benzyloxy-1-(tert-butoxycarbonylamino)naphthalene). Reaction SMILES: [C:1]([O:5][C:6]([NH:8][C:9]1[CH:10]=[CH:11][CH:12]=[C:13]2[C:18]=1[CH:17]=[C:16]([OH:19])[CH:15]=[CH:14]2)=[O:7])([CH3:4])([CH3:3])[CH3:2].[CH2:20](Br)[C:21]1[CH:26]=[CH:25][CH:24]=[CH:23][CH:22]=1.C([O-])([O-])=O.[Cs+].[Cs+].C([O-])(O)=O.[Na+]>CN(C=O)C.CCOC(C)=O>[CH2:20]([O:19][C:16]1[CH:17]=[C:18]2[C:13]([CH:12]=[CH:11][CH:10]=[C:9]2[NH:8][C:6]([O:5][C:1]([CH3:4])([CH3:2])[CH3:3])=[O:7])=[CH:14][CH:15]=1)[C:21]1[CH:26]=[CH:25][CH:24]=[CH:23][CH:22]=1 |f:2.3.4,5.6|. Procedure details: A mixture of 8-(tert-butoxycarbonylamino)-2-naphthol, as described above in Step H, (93 mg, 0.36 mmol), benzyl bromide (64 mg, 0.37 mmol), and Cs2CO3 (146 mg, 0.45 mmol) in dry DMF (3 mL) was stirred, under argon, at ambient temperature for 18 hrs. The reaction mixture was poured into saturated aqueous NaHCO3 (15 mL) and EtOAc (20 mL). The organic layer was dried over Na2SO4, filtered, and concentrated in vacuo. The crude product was purified by flash column chromatography on silica, eluting wit... The reactants are O=C(COc1ccc(Br)cc1)N1CCCC1, CCO, Cc1ccccc1, CCOC(C)=O, CC1(C)OB(c2cnc(N)nc2)OC1(C)C, [Na+], [Na+], O=C([O-])[O-], O, c1ccc(P(c2ccccc2)(c2ccccc2)[Pd](P(c2ccccc2)(c2ccccc2)c2ccccc2)(P(c2ccccc2)(c2ccccc2)c2ccccc2)P(c2ccccc2)(c2ccccc2)c2ccccc2)cc1. The product is Nc1ncc(-c2ccc(OCC(=O)N3CCCC3)cc2)cn1. Reaction SMILES: [Br:23][c:24]1[cH:25][cH:26][c:27]([O:28][CH2:29][C:30](=[O:31])[N:32]2[CH2:33][CH2:34][CH2:35][CH2:36]2)[cH:37][cH:38]1.[CH3:40][CH2:41][OH:42].[CH3:43][c:44]1[cH:45][cH:46][cH:47][cH:48][cH:49]1.[CH3:50][CH2:51][O:52][C:53]([CH3:54])=[O:55].[CH3:7][C:8]1([CH3:9])[C:10]([CH3:11])([CH3:12])[O:13][B:14]([c:15]2[cH:16][n:17][c:18]([NH2:21])[n:19][cH:20]2)[O:22]1.[Na+:1].[Na+:2].[O-:3][C:4](=[O:5])[O-:6].[OH2:39].[cH:56]1[cH:57][cH:58][c:59]([P:60]([Pd:61]([P:62]([c:63]2[cH:64][cH:65][cH:66][cH:67][cH:68]2)([c:69]2[cH:70][cH:71][cH:72][cH:73][cH:74]2)[c:75]2[cH:76][cH:77][cH:78][cH:79][cH:80]2)([P:81]([c:82]2[cH:83][cH:84][cH:85][cH:86][cH:87]2)([c:88]2[cH:89][cH:90][cH:91][cH:92][cH:93]2)[c:94]2[cH:95][cH:96][cH:97][cH:98][cH:99]2)[P:100]([c:101]2[cH:102][cH:103][cH:104][cH:105][cH:106]2)([c:107]2[cH:108][cH:109][cH:110][cH:111][cH:112]2)[c:113]2[cH:114][cH:115][cH:116][cH:117][cH:118]2)([c:119]2[cH:120][cH:121][cH:122][cH:123][cH:124]2)[c:125]2[cH:126][cH:127][cH:128][cH:129][cH:130]2)[cH:131][cH:132]1>>[c:15]1(-[c:24]2[cH:25][cH:26][c:27]([O:28][CH2:29][C:30](=[O:31])[N:32]3[CH2:33][CH2:34][CH2:35][CH2:36]3)[cH:37][cH:38]2)[cH:16][n:17][c:18]([NH2:21])[n:19][cH:20]1. The product is FC=1C=C(COC2=CC=C(OCCCN3CCOCC3)C=C2)C=CC1 (N-[3-(4-{3-fluorobenzyloxy}phenoxy)propyl]morpholine). Reaction SMILES: [OH-].[K+].[F:3][C:4]1[CH:5]=[C:6]([CH:16]=[CH:17][CH:18]=1)[CH2:7][O:8][C:9]1[CH:14]=[CH:13][C:12]([OH:15])=[CH:11][CH:10]=1.Cl[CH2:20][CH2:21][CH2:22][N:23]1[CH2:28][CH2:27][O:26][CH2:25][CH2:24]1>C(O)C>[F:3][C:4]1[CH:5]=[C:6]([CH:16]=[CH:17][CH:18]=1)[CH2:7][O:8][C:9]1[CH:14]=[CH:13][C:12]([O:15][CH2:20][CH2:21][CH2:22][N:23]2[CH2:28][CH2:27][O:26][CH2:25][CH2:24]2)=[CH:11][CH:10]=1 |f:0.1|. The solvent is C(C)O (ethanol), C(C)O (ethanol). Procedure: To a solution of 0.56 g (0.01 mol) of potassium hydroxide in 18 ml of absolute ethanol are added 2.18 g (0.01 mol) of 4-(3-fluorobenzyloxy)phenol. There is then added a solution of 1.64 g (0.01 mol) of N-(3-chloropropyl)morpholine in 2 ml of absolute ethanol. The mixture is stirred at reflux for 24 hours, allowed to cool and then refrigerated. The solid which forms is collected by filtration, washed with absolute ethanol and dissolved in diethyl ether. The ethereal solution is washed consecutive... Starting materials: [OH-].[K+] (potassium hydroxide), FC=1C=C(COC2=CC=C(C=C2)O)C=CC1 (4-(3-fluorobenzyloxy)phenol), ClCCCN1CCOCC1 (N-(3-chloropropyl)morpholine). Reactants: C(C)C1=CC(=C(NC1=O)C)C1=CC=C(O1)S(=O)(=O)Cl (5-(5-Ethyl-2-methyl-6-oxo-1,6-dihydropyridin-3-yl)furan-2-sulfonyl chloride), FC=1C=C(CN)C=C(C1)F (3,5-difluoro-benzylamine). Yields the product FC=1C=C(CNS(=O)(=O)C=2OC(=CC2)C2=C(NC(C(=C2)CC)=O)C)C=C(C1)F (5-(5-Ethyl-2-methyl-6-oxo-1,6-dihydro-pyridin-3-yl)-furan-2-sulfonic acid 3,5-difluoro-benzylamide). Isolated yield 10.0%. RXN SMILES: [CH2:1]([C:3]1[C:8](=[O:9])[NH:7][C:6]([CH3:10])=[C:5]([C:11]2[O:15][C:14]([S:16](Cl)(=[O:18])=[O:17])=[CH:13][CH:12]=2)[CH:4]=1)[CH3:2].[F:20][C:21]1[CH:22]=[C:23]([CH:26]=[C:27]([F:29])[CH:28]=1)[CH2:24][NH2:25]>>[F:20][C:21]1[CH:22]=[C:23]([CH:26]=[C:27]([F:29])[CH:28]=1)[CH2:24][NH:25][S:16]([C:14]1[O:15][C:11]([C:5]2[CH:4]=[C:3]([CH2:1][CH3:2])[C:8](=[O:9])[NH:7][C:6]=2[CH3:10])=[CH:12][CH:13]=1)(=[O:18])=[O:17]. Procedure: 5-(5-Ethyl-2-methyl-6-oxo-1,6-dihydropyridin-3-yl)furan-2-sulfonyl chloride is reacted with 3,5-difluoro-benzylamine as described in Steps 5 and 6, Example 24 to give the title compound as a solid (10% yield). MS: m/e 409 (M+H).